From a dataset of the Open Reaction Database (ORD), a public repository of structured organic reaction records. describe an organic reaction: reactants, conditions, products, and yield The reactants are 10.44, O=C1C(=COC2=C1C=CC=C2)C=O (4-oxo-4H-1-benzopyran-3- carboxaldehyde), C(#N)CC(=O)O (cyanoacetic acid), mixture 25. Run in N1=CC=CC=C1 (pyridine). Run at temperature 110 celsius. Product: O=C1C(=COC2=C1C=CC=C2)/C=C/C#N (trans-3-(4-oxo-4H-1-benzopyran-3-yl)-acrylonitrile). RXN SMILES: [O:1]=[C:2]1[C:7]2[CH:8]=[CH:9][CH:10]=[CH:11][C:6]=2[O:5][CH:4]=[C:3]1[CH:12]=O.[C:14]([CH2:16]C(O)=O)#[N:15]>N1C=CC=CC=1>[O:1]=[C:2]1[C:7]2[CH:8]=[CH:9][CH:10]=[CH:11][C:6]=2[O:5][CH:4]=[C:3]1/[CH:12]=[CH:16]/[C:14]#[N:15]. Reported procedure: A mixture of 10.44 parts of 4-oxo-4H-1-benzopyran-3- carboxaldehyde and 5.4 parts of cyanoacetic acid are heated in an oil bath at 110° C., and to the mixture 25 volume parts of pyridine are added dropwise over about 30 seconds, after which time the whole mixture is further heated for 8 minutes. After cooling, the separated crystals are recovered by filtration, treated with activated carbon and recrystallized three times from ethanol. This procedure yields trans-3-(4-oxo-4H-1-benzopyran-3-yl)-ac... The reactants are CC(C)(C)c1ccc(S(N)(=O)=O)cc1, CCCCCCCCCCCCCCCCNc1ccc(C(=O)Cl)cc1, Cl, c1ccncc1. Product: CCCCCCCCCCCCCCCCNc1ccc(C(=O)NS(=O)(=O)c2ccc(C(C)(C)C)cc2)cc1. As a reaction SMILES: [C:28]([CH3:29])([CH3:30])([CH3:31])[c:32]1[cH:33][cH:34][c:35]([S:38](=[O:39])(=[O:40])[NH2:41])[cH:36][cH:37]1.[CH2:2]([CH2:3][CH2:4][CH2:5][CH2:6][CH2:7][CH2:8][CH2:9][CH2:10][CH2:11][CH2:12][CH2:13][CH2:14][CH2:15][CH2:16][CH3:17])[NH:18][c:19]1[cH:20][cH:21][c:22]([C:23](=[O:24])[Cl:25])[cH:26][cH:27]1.[ClH:1].[cH:42]1[cH:43][cH:44][n:45][cH:46][cH:47]1>>[CH2:2]([CH2:3][CH2:4][CH2:5][CH2:6][CH2:7][CH2:8][CH2:9][CH2:10][CH2:11][CH2:12][CH2:13][CH2:14][CH2:15][CH2:16][CH3:17])[NH:18][c:19]1[cH:20][cH:21][c:22]([C:23](=[O:24])[NH:41][S:38]([c:35]2[cH:34][cH:33][c:32]([C:28]([CH3:29])([CH3:30])[CH3:31])[cH:37][cH:36]2)(=[O:39])=[O:40])[cH:26][cH:27]1. Reactants: C(C)(=O)OC1=CC=CC2=CC=CC(=C12)C(C)C (8-isopropyl-1-naphthyl acetate), C[O-].[Na+] (sodium methoxide), Cl (hydrochloric acid), O (Water). Run in CO (methanol). Run at temperature 0 celsius, time 10 minute. Product: C(C)(C)C=1C=CC=C2C=CC=C(C12)OCOC (8-Isopropyl-1-methoxymethoxynaphthalene). Isolated yield 95.9%. As a reaction SMILES: [C:1]([O:4][C:5]1[C:14]2[C:9](=[CH:10][CH:11]=[CH:12][C:13]=2[CH:15]([CH3:17])[CH3:16])[CH:8]=[CH:7][CH:6]=1)(=[O:3])C.[CH3:18][O-].[Na+].O.Cl>CO>[CH:15]([C:13]1[CH:12]=[CH:11][CH:10]=[C:9]2[C:14]=1[C:5]([O:4][CH2:1][O:3][CH3:18])=[CH:6][CH:7]=[CH:8]2)([CH3:17])[CH3:16] |f:1.2|. Procedure details: 8.40 g of 8-isopropyl-1-naphthyl acetate was dissolved in 50 ml of methanol, to which 2.2 g of sodium methoxide was added at room temperature, followed by agitation for 10 minutes as it is. Water was added to the solution, which was rendered acidic by the use of 1N hydrochloric acid, followed by extraction with ethyl acetate. The resultant organic phase was washed with a saturated saline solution and dried with anhydrous magnesium sulfate, from which the solvent was distilled off. The resulting ...